From a dataset of the Open Reaction Database (ORD), a public repository of structured organic reaction records. describe an organic reaction: reactants, conditions, products, and yield As a reaction SMILES: [CH2:1]([CH2:2][CH2:3][CH2:4][CH2:5][CH3:6])[CH:7]1[C:8](=[O:25])[O:9][CH:10]([CH2:14][CH2:15][CH2:16][CH2:17][CH2:18][CH2:19][CH2:20][CH2:21][CH2:22][CH2:23][CH3:24])[CH2:11][C:12]1=[O:13].[CH3:26][CH2:27][O:28][C:29](=[O:30])[CH3:31]>>[CH2:1]([CH2:2][CH2:3][CH2:4][CH2:5][CH3:6])[CH:7]1[C:8](=[O:25])[O:9][CH:10]([CH2:14][CH2:15][CH2:16][CH2:17][CH2:18][CH2:19][CH2:20][CH2:21][CH2:22][CH2:23][CH3:24])[CH2:11][CH:12]1[OH:13]. Yields the product CCCCCCCCCCCC1CC(O)C(CCCCCC)C(=O)O1. The reactants are CCCCCCCCCCCC1CC(=O)C(CCCCCC)C(=O)O1, CCOC(C)=O. The reactants are BrCC(CC1=NN(C(=C1)C1=CC=C(C=C1)C)C1=CC=C(C=C1)C)C=1C=C(C=CC1)C (3-(3-bromo-2-m-tolyl-propyl)-1,5-di-p-tolyl-1H-pyrazole), [C-]#N.[Na+] (sodium cyanide), CN(C=O)C (N,N-dimethylformamide). Run in O (water). Reaction conditions: temperature 100 celsius. Product: C1(=CC=C(C=C1)N1N=C(C=C1C1=CC=C(C=C1)C)CC(CC#N)C=1C=C(C=CC1)C)C (4-(1,5-Di-p-tolyl-1H-pyrazol-3-yl)-3-m-tolyl-butyronitrile). Isolated yield 65.0%. RXN SMILES: Br[CH2:2][CH:3]([C:24]1[CH:25]=[C:26]([CH3:30])[CH:27]=[CH:28][CH:29]=1)[CH2:4][C:5]1[CH:9]=[C:8]([C:10]2[CH:15]=[CH:14][C:13]([CH3:16])=[CH:12][CH:11]=2)[N:7]([C:17]2[CH:22]=[CH:21][C:20]([CH3:23])=[CH:19][CH:18]=2)[N:6]=1.[C-]#N.[Na+].[CH3:34][N:35](C)C=O>O>[C:20]1([CH3:23])[CH:21]=[CH:22][C:17]([N:7]2[C:8]([C:10]3[CH:15]=[CH:14][C:13]([CH3:16])=[CH:12][CH:11]=3)=[CH:9][C:5]([CH2:4][CH:3]([C:24]3[CH:25]=[C:26]([CH3:30])[CH:27]=[CH:28][CH:29]=3)[CH2:2][C:34]#[N:35])=[N:6]2)=[CH:18][CH:19]=1 |f:1.2|. Reported procedure: To a screw-cap vial were added 3-(3-bromo-2-m-tolyl-propyl)-1,5-di-p-tolyl-1H-pyrazole (prepared by the method of Example 67; 300 mg, 0.65 mmol, 1.0 equiv), sodium cyanide (160 mg, 3.3 mmol, 5.0 equiv) and N,N-dimethylformamide (3.0 mL). The sealed mixture was then heated at 100° C. for 48 h. The reaction mixture was cooled to room temperature, diluted with water (10 mL), and extracted with diethyl ether (3×10 mL). The combined extracts were washed with water (4×10 mL) then brine (10 mL), dried ... The reactants are ClC1=NC(=CC(=C1[N+](=O)[O-])N)Cl (2,6-Dichloro-3-nitropyridin-4-amine), BrN1C(CCC1=O)=O (N-bromosuccinimide). The solvent is C(C)(=O)O (acetic acid). Product: BrC=1C(=NC(=C(C1N)[N+](=O)[O-])Cl)Cl (3-bromo-2,6-dichloro-5-nitropyridin-4-amine). RXN SMILES: [Cl:1][C:2]1[C:7]([N+:8]([O-:10])=[O:9])=[C:6]([NH2:11])[CH:5]=[C:4]([Cl:12])[N:3]=1.[Br:13]N1C(=O)CCC1=O>C(O)(=O)C>[Br:13][C:5]1[C:4]([Cl:12])=[N:3][C:2]([Cl:1])=[C:7]([N+:8]([O-:10])=[O:9])[C:6]=1[NH2:11]. Procedure: 2,6-Dichloropyridin-4-amine can be added in portions to concentrated sulfuric acid, followed by the addition of fuming nitric acid to provide 2,6-dichloro-3-nitropyridin-4-amine. The reaction is typically performed at reduced temperature before warming to ambient temperature. 2,6-Dichloro-3-nitropyridin-4-amine can be reacted with N-bromosuccinimide in acetic acid to provide 3-bromo-2,6-dichloro-5-nitropyridin-4-amine. The reaction is typically performed at elevated temperature. Reduction of -br... Reaction SMILES: [CH3:1][O:2][c:3]1[cH:4][cH:5][c:6]([S:9][c:10]2[c:11]([NH:19][c:20]3[c:21]4[c:22]([n:23][cH:24][n:25]3)[n:26][cH:27][cH:28][cH:29]4)[cH:12][c:13]([C:14](=[O:15])[Cl:16])[cH:17][cH:18]2)[cH:7][cH:8]1.[CH3:50][OH:51].[F:30][c:31]1[c:32]([CH3:38])[cH:33][c:34]([NH2:35])[cH:36][cH:37]1.[F:39][C:40]([F:41])([F:42])[c:43]1[cH:44][c:45]([NH2:49])[cH:46][cH:47][cH:48]1>>[CH3:1][O:2][c:3]1[cH:4][cH:5][c:6]([S:9][c:10]2[c:11]([NH:19][c:20]3[c:21]4[c:22]([n:23][cH:24][n:25]3)[n:26][cH:27][cH:28][cH:29]4)[cH:12][c:13]([C:14](=[O:15])[NH:35][c:34]3[cH:33][c:32]([CH3:38])[c:31]([F:30])[cH:37][cH:36]3)[cH:17][cH:18]2)[cH:7][cH:8]1. Starting materials: COc1ccc(Sc2ccc(C(=O)Cl)cc2Nc2ncnc3ncccc23)cc1, CO, Cc1cc(N)ccc1F, Nc1cccc(C(F)(F)F)c1. Product: COc1ccc(Sc2ccc(C(=O)Nc3ccc(F)c(C)c3)cc2Nc2ncnc3ncccc23)cc1. Reactants: C(C)OC(CN1C(C(=NC=C1Cl)N[C@@H](CC1=CC=CC=C1)CN(C)C)=O)=O ([6-chloro-(S)-3-(1-dimethylaminomethyl-2-phenyl-ethylamino)-2oxo-2H-pyrazin-1-yl]-acetic acid ethyl ester), [Li+].[OH-] (LiOH), Cl (HCl). Conditions: time 3 hour. Product: ClC1=CN=C(C(N1CC(=O)O)=O)N[C@@H](CC1=CC=CC=C1)CN(C)C ([6-chloro-(S)-3-(1-dimethylaminomethyl-2-phenylethylamino)-2-oxo-2H-pyrazin-1-yl)-acetic acid). As a reaction SMILES: C([O:3][C:4](=[O:27])[CH2:5][N:6]1[C:11]([Cl:12])=[CH:10][N:9]=[C:8]([NH:13][C@H:14]([CH2:22][N:23]([CH3:25])[CH3:24])[CH2:15][C:16]2[CH:21]=[CH:20][CH:19]=[CH:18][CH:17]=2)[C:7]1=[O:26])C.[Li+].[OH-].Cl>>[Cl:12][C:11]1[N:6]([CH2:5][C:4]([OH:27])=[O:3])[C:7](=[O:26])[C:8]([NH:13][C@H:14]([CH2:22][N:23]([CH3:24])[CH3:25])[CH2:15][C:16]2[CH:21]=[CH:20][CH:19]=[CH:18][CH:17]=2)=[N:9][CH:10]=1 |f:1.2|. Reported procedure: To a solution of [6-chloro-(S)-3-(1-dimethylaminomethyl-2-phenyl-ethylamino)-2oxo-2H-pyrazin-1-yl]-acetic acid ethyl ester (385 mg, 0.98 mmol) in THP (6 ml) is added 1N LiOH (1.27 ml, 1.27 mmol) and the reaction mixture is stirred at room temperature for 3 h. To the reaction mixture is added 1N HCl (1.27 ml, 1.27 mmol) and the reaction mixture is concentrated in vacuo, azeotroped with methanol and dried on high vacuum to give [6-chloro-(S)-3-(1-dimethylaminomethyl-2-phenylethylamino)-2-oxo-2H-py... Reactants: BrC1=CC=C2C(=N1)N(C(=N2)C2=C(C=CC=C2)SCC)C (5-bromo-2-(2-ethylsulfanylphenyl)-3-methyl-3H-imidazo[4,5-b]pyridine), C(C)(=O)CC(C)=O (acetylacetone), C([O-])([O-])=O.[Cs+].[Cs+] (cesium carbonate), N (ammonia), [Cl-].[NH4+] (ammonium chloride). The reagents and catalysts are C(C)(=O)CC(C)=O.[Cu+2] (copper (II) acetylacetone). Run in CN1CCCC1=O (NMP). Reaction conditions: temperature 120 celsius, time 6 hour. The product is NC=1C=C2C(=NC1)N(C(=N2)C2=C(C=CC=C2)SCC)C (6-amino-2-(2-ethylsulfanylphenyl)-3-methyl-3H-imidazo[4,5-b]pyridine). As a reaction SMILES: Br[C:2]1[N:7]=[C:6]2[N:8]([CH3:20])[C:9]([C:11]3[CH:16]=[CH:15][CH:14]=[CH:13][C:12]=3[S:17][CH2:18][CH3:19])=[N:10][C:5]2=[CH:4][CH:3]=1.C(CC(=O)C)(=O)C.C(=O)([O-])[O-].[Cs+].[Cs+].[NH3:34].[Cl-].[NH4+]>C(CC(=O)C)(=O)C.[Cu+2].CN1C(=O)CCC1>[NH2:34][C:3]1[CH:4]=[C:5]2[N:10]=[C:9]([C:11]3[CH:16]=[CH:15][CH:14]=[CH:13][C:12]=3[S:17][CH2:18][CH3:19])[N:8]([CH3:20])[C:6]2=[N:7][CH:2]=1 |f:2.3.4,6.7,8.9|. Procedure details: To a pressure-resistant reaction container, 5-bromo-2-(2-ethylsulfanylphenyl)-3-methyl-3H-imidazo[4,5-b]pyridine (1.74 g), copper (II) acetylacetone (0.26 g), acetylacetone (0.50 g), cesium carbonate (3.25 g), NMP (9 ml), and 28% of aqueous ammonia (4 ml) were added, and stirred at 120° C. for 6 hours. The mixture was cooled to room temperature, and then saturated aqueous ammonium chloride solution was poured, and extracted with ethyl acetate. The organic layer was dried over sodium sulfate, and...